This data is from the Open Reaction Database (ORD), a public repository of structured organic reaction records. The task is: describe an organic reaction: reactants, conditions, products, and yield The reactants are [Br-], O=C([O-])[O-], CCCC[N+](CCCC)(CCCC)CCCC, CC(C)=O, COc1ccccc1N1CCN(CCCCl)CC1, ClC(Cl)Cl, [K+], [K+], O=C1CCCC(=O)N1. Yields the product COc1ccccc1N1CCN(CCCN2C(=O)CCCC2=O)CC1. RXN SMILES: [Br-:37].[C:27](=[O:28])([O-:29])[O-:30].[CH3:38][CH2:39][CH2:40][CH2:41][N+:42]([CH2:43][CH2:44][CH2:45][CH3:46])([CH2:47][CH2:48][CH2:49][CH3:50])[CH2:51][CH2:52][CH2:53][CH3:54].[CH3:55][C:56](=[O:57])[CH3:58].[CH3:9][O:10][c:11]1[c:12]([N:17]2[CH2:18][CH2:19][N:20]([CH2:23][CH2:24][CH2:25][Cl:26])[CH2:21][CH2:22]2)[cH:13][cH:14][cH:15][cH:16]1.[CH:33]([Cl:34])([Cl:35])[Cl:36].[K+:31].[K+:32].[O:1]=[C:2]1[NH:3][C:4](=[O:8])[CH2:5][CH2:6][CH2:7]1>>[O:1]=[C:2]1[N:3]([CH2:25][CH2:24][CH2:23][N:20]2[CH2:19][CH2:18][N:17]([c:12]3[c:11]([O:10][CH3:9])[cH:16][cH:15][cH:14][cH:13]3)[CH2:22][CH2:21]2)[C:4](=[O:8])[CH2:5][CH2:6][CH2:7]1. The reactants are S(=O)(O)[O-].[Na+] (sodium hydrogensulfite), O=C1N(C(SC1)=S)NC1=C(C(=O)O)C=CC=C1 (2-(4-oxo-2-thioxo-thiazolidin-3-ylamino)-benzoic acid), ClC1=C(C=CC=C1)C1=CC=C(O1)C=O (5-(2-chloro-phenyl)-furan-2-carbaldehyde), C(C)(=O)O.C(C)(=O)O.C(CN)N (ethylenediamine diacetate). Run in CO (methanol). Conditions: time 17 hour. Product: ClC1=C(C=CC=C1)C1=CC=C(O1)C=C1C(N(C(S1)=S)NC1=C(C(=O)O)C=CC=C1)=O (2-{5-[1-[5-(2-Chloro-phenyl)-furan-2-yl]-methylidene]-4-oxo-2-thioxo-thiazolidin-3-ylamino}-benzoic acid). Isolated yield 90.8%. RXN SMILES: [O:1]=[C:2]1[CH2:6][S:5][C:4](=[S:7])[N:3]1[NH:8][C:9]1[CH:17]=[CH:16][CH:15]=[CH:14][C:10]=1[C:11]([OH:13])=[O:12].[Cl:18][C:19]1[CH:24]=[CH:23][CH:22]=[CH:21][C:20]=1[C:25]1[O:29][C:28]([CH:30]=O)=[CH:27][CH:26]=1.C(O)(=O)C.C(O)(=O)C.C(N)CN.S([O-])(O)=O.[Na+]>CO>[Cl:18][C:19]1[CH:24]=[CH:23][CH:22]=[CH:21][C:20]=1[C:25]1[O:29][C:28]([CH:30]=[C:6]2[S:5][C:4](=[S:7])[N:3]([NH:8][C:9]3[CH:17]=[CH:16][CH:15]=[CH:14][C:10]=3[C:11]([OH:13])=[O:12])[C:2]2=[O:1])=[CH:27][CH:26]=1 |f:2.3.4,5.6|. Procedure details: A mixture of 2-(4-oxo-2-thioxo-thiazolidin-3-ylamino)-benzoic acid (0.090 g, 0.34 mmol), 5-(2-chloro-phenyl)-furan-2-carbaldehyde (0.074 g, 0.36 mmol) (purchased from Aldrich Chemical Co.) and ethylenediamine diacetate (0.065 g, 0.036 mmol) in methanol (8 mL) was stirred at room temperature for 17 h. The reaction mixture was poured into stirred 0.6 N aq sodium hydrogensulfite (50 mL). The mixture was vigorously stirred for 15 min. The solid product was filtered off and washed on funnel successiv...